describe an organic reaction: reactants, conditions, products, and yield From a dataset of the Open Reaction Database (ORD), a public repository of structured organic reaction records. Solvent: C1CCOC1 (THF), C1CCOC1 (THF), C1CCOC1 (THF). Reactants: C=C1CCC(CC1)=O (4-methylenecyclohexanone), [Mg] (magnesium), BrC1=CC=C(C=C1)Br (1,4-dibromobenzene). Run at time 1 hour. Yields the product BrC1=CC=C(C=C1)C1(CCC(CC1)=C)O (1-(4-bromophenyl)-4-methylenecyclohexanol). Reaction SMILES: [Mg].Br[C:3]1[CH:8]=[CH:7][C:6]([Br:9])=[CH:5][CH:4]=1.[CH2:10]=[C:11]1[CH2:16][CH2:15][C:14](=[O:17])[CH2:13][CH2:12]1>C1COCC1.II>[Br:9][C:6]1[CH:7]=[CH:8][C:3]([C:14]2([OH:17])[CH2:15][CH2:16][C:11](=[CH2:10])[CH2:12][CH2:13]2)=[CH:4][CH:5]=1. Reported procedure: To a flask charged with dry, freshly ground magnesium turnings (1.1 g, 45 mmol) and iodine (25 mg, 0.1 mmol) in THF (50 mL) was added a solution of 1,4-dibromobenzene (10.6 g, 45.0 mmol) in THF (30 mL) slowly by dropping funnel over 30 min. The resulting mixture was stirred at rt for 1 hr. The resultant grey Grignard solution was cooled to −78° C. and to it was added a solution of 4-methylenecyclohexanone (3.3 g, 30 mmol) in THF (20 mL) slowly dropwise over 20 min. The reaction was stirred at −7... Isolated yield 36.7%. Reagents/catalysts: II (iodine).